describe an organic reaction: reactants, conditions, products, and yield From a dataset of the Open Reaction Database (ORD), a public repository of structured organic reaction records. The reactants are CC(C)=O, [Na+], C=C(C)C(C(=O)OCc1ccccc1)N1C(=O)C(NC(=O)COc2ccccc2)C1SSc1nc2cc(OC)ccc2s1, O, COc1ccc2sc(OS(=O)(=S)c3ccccc3)nc2c1, O=S([O-])c1ccccc1. Yields the product C=C(C)C(C(=O)OCc1ccccc1)N1C(=O)C(NC(=O)COc2ccccc2)C1SS(=O)(=O)c1ccccc1. As a reaction SMILES: [CH3:76][C:77](=[O:78])[CH3:79].[Na+:75].[O:1]([c:2]1[cH:3][cH:4][cH:5][cH:6][cH:7]1)[CH2:8][C:9](=[O:10])[NH:11][CH:12]1[C:13](=[O:43])[N:14]([CH:29]([C:30](=[O:31])[O:32][CH2:33][c:34]2[cH:35][cH:36][cH:37][cH:38][cH:39]2)[C:40](=[CH2:41])[CH3:42])[CH:15]1[S:16][S:17][c:18]1[s:19][c:20]2[cH:21][cH:22][c:23]([O:24][CH3:25])[cH:26][c:27]2[n:28]1.[OH2:65].[c:44]1([S:50](=[O:51])([O:52][c:53]2[s:54][c:55]3[cH:56][cH:57][c:58]([O:59][CH3:60])[cH:61][c:62]3[n:63]2)=[S:64])[cH:45][cH:46][cH:47][cH:48][cH:49]1.[c:66]1([S:67]([O-:68])=[O:69])[cH:70][cH:71][cH:72][cH:73][cH:74]1>>[O:1]([c:2]1[cH:3][cH:4][cH:5][cH:6][cH:7]1)[CH2:8][C:9](=[O:10])[NH:11][CH:12]1[C:13](=[O:43])[N:14]([CH:29]([C:30](=[O:31])[O:32][CH2:33][c:34]2[cH:35][cH:36][cH:37][cH:38][cH:39]2)[C:40](=[CH2:41])[CH3:42])[CH:15]1[S:52][S:50]([c:44]1[cH:45][cH:46][cH:47][cH:48][cH:49]1)(=[O:51])=[O:64]. Starting materials: O=C([O-])[O-], CS(=O)(=O)CCO, Cc1c(Nc2ccc(I)cc2F)ncnc1OC1CCN(C(=O)OC(C)C)CC1, [Cs+], [Cs+], I[Cu]I, c1cnc2c(c1)ccc1cccnc12. Yields the product Cc1c(Nc2ccc(OCCS(C)(=O)=O)cc2F)ncnc1OC1CCN(C(=O)OC(C)C)CC1. Reaction SMILES: [C:30](=[O:31])([O-:32])[O-:33].[CH3:50][S:51](=[O:52])(=[O:53])[CH2:54][CH2:55][OH:56].[CH:1]([CH3:2])([CH3:3])[O:4][C:5](=[O:6])[N:7]1[CH2:8][CH2:9][CH:10]([O:13][c:14]2[n:15][cH:16][n:17][c:18]([NH:21][c:22]3[c:23]([F:29])[cH:24][c:25]([I:28])[cH:26][cH:27]3)[c:19]2[CH3:20])[CH2:11][CH2:12]1.[Cs+:34].[Cs+:35].[Cu:57]([I:58])[I:59].[n:36]1[c:37]2[c:38]([cH:39][cH:40][c:41]3[c:42]2[n:43][cH:44][cH:45][cH:46]3)[cH:47][cH:48][cH:49]1>>[CH:1]([CH3:2])([CH3:3])[O:4][C:5](=[O:6])[N:7]1[CH2:8][CH2:9][CH:10]([O:13][c:14]2[n:15][cH:16][n:17][c:18]([NH:21][c:22]3[c:23]([F:29])[cH:24][c:25]([O:56][CH2:55][CH2:54][S:51]([CH3:50])(=[O:52])=[O:53])[cH:26][cH:27]3)[c:19]2[CH3:20])[CH2:11][CH2:12]1. Reactants: NC1=NC(=NC=C1C(=O)OCC)N1CCN(CC1)CC1=CC=CC=C1 (ethyl 4-amino-2-(4-benzylpiperazino)pyrimidine-5-carboxylate), C(C)(=O)OC(C)=O (acetic anhydride). Product: C(C)(=O)NC1=NC(=NC=C1C(=O)OCC)N1CCN(CC1)CC1=CC=CC=C1 (Ethyl 4-acetylamino-2-(4-benzylpiperazino)pyrimidine-5-carboxylate). Isolated yield 61.0%. Reaction SMILES: [NH2:1][C:2]1[C:7]([C:8]([O:10][CH2:11][CH3:12])=[O:9])=[CH:6][N:5]=[C:4]([N:13]2[CH2:18][CH2:17][N:16]([CH2:19][C:20]3[CH:25]=[CH:24][CH:23]=[CH:22][CH:21]=3)[CH2:15][CH2:14]2)[N:3]=1.[C:26](OC(=O)C)(=[O:28])[CH3:27]>>[C:26]([NH:1][C:2]1[C:7]([C:8]([O:10][CH2:11][CH3:12])=[O:9])=[CH:6][N:5]=[C:4]([N:13]2[CH2:14][CH2:15][N:16]([CH2:19][C:20]3[CH:25]=[CH:24][CH:23]=[CH:22][CH:21]=3)[CH2:17][CH2:18]2)[N:3]=1)(=[O:28])[CH3:27]. Reported procedure: In acetic anhydride, 1.00 g of ethyl 4-amino-2-(4-benzylpiperazino)pyrimidine-5-carboxylate (the compound synthesized in Referential Example 60) was refluxed for 1 hour. After allowing the reaction mixture to cool down, acetic anhydride was distilled off and the resulting viscous oil was purified by silica gel column chromatography to obtain 0.68 g of the above-identified compound (yield: 61%). Product: Cc1ccc(NC(N)=NO)cc1NC(=O)c1cnc2ccccn12. Reactants: CCO, NO, Cc1ccc(NC#N)cc1NC(=O)c1cnc2ccccn12. Reaction SMILES: [CH3:25][CH2:26][OH:27].[NH2:23][OH:24].[NH:1]([C:2]#[N:3])[c:4]1[cH:5][cH:6][c:7]([CH3:22])[c:8]([NH:10][C:11](=[O:12])[c:13]2[cH:14][n:15][c:16]3[n:17]2[cH:18][cH:19][cH:20][cH:21]3)[cH:9]1>>[NH:1]([C:2]([NH2:3])=[N:23][OH:24])[c:4]1[cH:5][cH:6][c:7]([CH3:22])[c:8]([NH:10][C:11](=[O:12])[c:13]2[cH:14][n:15][c:16]3[n:17]2[cH:18][cH:19][cH:20][cH:21]3)[cH:9]1. Starting materials: OC=1C=CC2=C(COC(N2)=O)C1 (6-hydroxy-4H-3,1-benzoxazin-2-one), ClC1=CC=C(C=C1)SCCCCCl (4-(4-chloro-phenylmercapto)-butylchloride). The product is ClC1=CC=C(C=C1)SCCCCOC=1C=CC2=C(COC(N2)=O)C1 (6-[4-(4-Chloro-phenylmercapto)-butoxy]-4H-3,1-benzoxazin-2-one). As a reaction SMILES: [OH:1][C:2]1[CH:3]=[CH:4][C:5]2[NH:10][C:9](=[O:11])[O:8][CH2:7][C:6]=2[CH:12]=1.[Cl:13][C:14]1[CH:19]=[CH:18][C:17]([S:20][CH2:21][CH2:22][CH2:23][CH2:24]Cl)=[CH:16][CH:15]=1>>[Cl:13][C:14]1[CH:15]=[CH:16][C:17]([S:20][CH2:21][CH2:22][CH2:23][CH2:24][O:1][C:2]2[CH:3]=[CH:4][C:5]3[NH:10][C:9](=[O:11])[O:8][CH2:7][C:6]=3[CH:12]=2)=[CH:18][CH:19]=1. Procedure details: Prepared analogously to Example 5 from 6-hydroxy-4H-3,1-benzoxazin-2-one and 4-(4-chloro-phenylmercapto)-butylchloride (prepared from 4-(4-chloro-phenylmercapto)-butanol and thionyl chloride). The reactants are Cl.N1=C(C=CC=C1)N(C(=O)C1=CC2=C(N(C(=N2)CNC2=CC=C(C=C2)C(N)=N)C)C=C1)CCC(=O)OCC (1-methyl-2-[N-(4-amidinophenyl)aminomethyl]benzimidazol-5-yl-carboxylic acid-N-(2-pyridyl)-N-(2-ethoxycarbonylethyl)amide hydrochloride), ClC(=O)OCCCCCC (n-hexyl chloroformate), C34H41N7O5. Solvent: ClCCl.CO (dichloromethane methanol). The product is N1=C(C=CC=C1)N(C(=O)C1=CC2=C(N(C(=N2)CNC2=CC=C(C=C2)C(NC(=O)OCCCCCC)=N)C)C=C1)CCC(=O)OCC (1-Methyl-[N-[4-(N-n-hexyloxycarbonylamidino)phenyl]aminomethyl]benzimidazol-5-yl-carboxylic acid-N-(2-pyridyl)-N-(2-ethoxycarbonylethyl)amide). Yield: 51.0%. RXN SMILES: Cl.[N:2]1[CH:7]=[CH:6][CH:5]=[CH:4][C:3]=1[N:8]([CH2:32][CH2:33][C:34]([O:36][CH2:37][CH3:38])=[O:35])[C:9]([C:11]1[CH:31]=[CH:30][C:14]2[N:15]([CH3:29])[C:16]([CH2:18][NH:19][C:20]3[CH:25]=[CH:24][C:23]([C:26](=[NH:28])[NH2:27])=[CH:22][CH:21]=3)=[N:17][C:13]=2[CH:12]=1)=[O:10].Cl[C:40]([O:42][CH2:43][CH2:44][CH2:45][CH2:46][CH2:47][CH3:48])=[O:41]>ClCCl.CO>[N:2]1[CH:7]=[CH:6][CH:5]=[CH:4][C:3]=1[N:8]([CH2:32][CH2:33][C:34]([O:36][CH2:37][CH3:38])=[O:35])[C:9]([C:11]1[CH:31]=[CH:30][C:14]2[N:15]([CH3:29])[C:16]([CH2:18][NH:19][C:20]3[CH:25]=[CH:24][C:23]([C:26](=[NH:27])[NH:28][C:40]([O:42][CH2:43][CH2:44][CH2:45][CH2:46][CH2:47][CH3:48])=[O:41])=[CH:22][CH:21]=3)=[N:17][C:13]=2[CH:12]=1)=[O:10] |f:0.1,3.4|. Procedure: Prepared analogously to Example 90 from 1-methyl-2-[N-(4-amidinophenyl)aminomethyl]benzimidazol-5-yl-carboxylic acid-N-(2-pyridyl)-N-(2-ethoxycarbonylethyl)amide hydrochloride and n-hexyl chloroformate. Yield: 51% of theory, C34H41N7O5 (627.8); Rf value: 0.53 (silica gel; dichloromethane/methanol=9:1); EKA mass spectrum: (M+H)+=628; (M+H+Na)++=325.7; (M+2H)++=314.7. Reactants: N(=C=O)CCCCC (1-isocyanatopentane), C1=NC=CC=2C(=CC=CC12)N (5-isoquinolinamine), BrC1=CC=C(C=C1)CN=C=O (1-bromo-4-(isocyanatomethyl)benzene). Product: C1=NC=CC2=C(C=CC=C12)NC(=O)NCCCCC (N-5-isoquinolinyl-N′-pentylurea). RXN SMILES: [N:1]([CH2:4][CH2:5][CH2:6][CH2:7][CH3:8])=[C:2]=[O:3].[CH:9]1[C:18]2[CH:17]=[CH:16][CH:15]=[C:14]([NH2:19])[C:13]=2[CH:12]=[CH:11][N:10]=1.BrC1C=CC(CN=C=O)=CC=1>>[CH:9]1[C:18]2[C:13](=[C:14]([NH:19][C:2]([NH:1][CH2:4][CH2:5][CH2:6][CH2:7][CH3:8])=[O:3])[CH:15]=[CH:16][CH:17]=2)[CH:12]=[CH:11][N:10]=1. Procedure details: The title compound was prepared using the procedure described in Example 60F using 1-isocyanatopentane and 5-isoquinolinamine instead of the product from Example 60E and 1-bromo-4-(isocyanatomethyl)benzene. NMR (DMSO-d6) δ 9.70 (s, 1H), 9.19 (s, 1H), 8.64 (d, 1H), 8.57 (m, 2H), 8.01 (d, 1H), 7.84 (d, 1H), 7.85 (t, 1H), 6.95 (m, 1H), 3.17 (m, 2H), 2.48 (m, 2H), 1.23 (m, 4H), 0.86 (m, 3H); MS (ESI) (M+H)+ 339. Conditions: temperature 25 celsius, time 0.5 hour. Yield: 4.0%. Run in CN(C)C=O (DMF), CN(C)C=O (DMF). The product is BrC1=CC2=C(N=C(N2)O)C=C1 (5-bromo-2-hydroxybenzimidazole). Reported procedure: The procedure of Mitchell et at., J. Org. Chem. 44(25):4733 (1979) was adapted. To a stirred suspension of 2-hydroxybenzimidazole (134 mg, 1.00 mmol, Aldrich) in dry DMF (3 mL) was added dropwise a solution of N-bromosuccinimide (187 mg, 1.05 mmol, Aldrich) in dry DMF (1 mL) and then it was stirred at 25° C. for 0.5 h resulting a light yellow solution. The solution was allowed to stand at 25° C. for 24 h to give a brown yellow solution which was poured into 20 mL ice water and collected by filtr... Reaction SMILES: OC1NC2C=CC=CC=2N=1.BrN1C(=O)CCC1=O.[Br:19][C:20]1[CH:29]=[CH:28][C:23]2[N:24]=[C:25]([OH:27])[NH:26][C:22]=2[C:21]=1Br.[OH-].[Na+].Cl>CN(C=O)C>[Br:19][C:20]1[CH:29]=[CH:28][C:23]2[N:24]=[C:25]([OH:27])[NH:26][C:22]=2[CH:21]=1 |f:3.4|. Starting materials: Cl (HCl), BrC1=C(C2=C(N=C(N2)O)C=C1)Br (dibromo-2-hydroxybenzimidazole), [OH-].[Na+] (NaOH), OC=1NC2=C(N1)C=CC=C2 (2-hydroxybenzimidazole), ice water, BrN1C(CCC1=O)=O (N-bromosuccinimide). Starting materials: [N+](=O)([O-])C1=C(C=O)C=CC=C1 (2-nitrobenzaldehyde), C(CC(=O)C)(=O)OCCCl (2-chloroethyl acetoacetate), N1CCCCC1 (piperidine), C(C)(=O)O (acetic acid). Run in C1=CC=CC=C1 (benzene). Product: [N+](=O)([O-])C1=C(C=C(C(=O)OCCCl)C(=O)C)C=CC=C1 (2-chloroethyl 2-(2-nitrobenzylidene)acetoacetate). RXN SMILES: [N+:1]([C:4]1[CH:11]=[CH:10][CH:9]=[CH:8][C:5]=1[CH:6]=O)([O-:3])=[O:2].[C:12]([O:18][CH2:19][CH2:20][Cl:21])(=[O:17])[CH2:13][C:14]([CH3:16])=[O:15].N1CCCCC1.C(O)(=O)C>C1C=CC=CC=1>[N+:1]([C:4]1[CH:11]=[CH:10][CH:9]=[CH:8][C:5]=1[CH:6]=[C:13]([C:14]([CH3:16])=[O:15])[C:12]([O:18][CH2:19][CH2:20][Cl:21])=[O:17])([O-:3])=[O:2]. Procedure: A mixture of 2-nitrobenzaldehyde (4.536 g), 2-chloroethyl acetoacetate (4.94 g) and piperidine (110 mg) in benzene (18 ml) and acetic acid (360 mg) was refluxed for an hour under azeotropic dehydration. The reaction mixture was washed with water and dried. The solvent was distilled off to give an reddish oil of 2-chloroethyl 2-(2-nitrobenzylidene)acetoacetate, and thus obtained oil was treated with ethyl 3-amino-4,4-diethoxycrotonate (7.1 g) to give yellow granules of 2-chloroethyl 2-methyl-4-(2... The reactants are N (ammonia), Br[Si](C)(C)C (Bromotrimethylsilane), N1=C(C=CC=C1C)C (2,6-lutidine), COC(=O)C1=NN(C=N1)C1OC(CC1OC(C1=CC=CC=C1)=O)OCP(=O)(OCC)OCC (1-[3-benzoyloxy-5-(diethoxy-phosphorylmethoxy)-tetrahydrofuran-2-yl]-1H-[1,2,4]triazole-3-carboxylic acid methyl ester). Run in CC#N (MeCN). Conditions: time 10 hour. The product is C(N)(=O)C1=NN(C=N1)C1C(CC(O1)OCP(O)(O)=O)O ([5-(3-Carbamoyl-[1,2,4]triazol-1-yl)-4-hydroxy-tetrahydro-furan-2-yloxymethyl]-phosphonic acid). RXN SMILES: C[O:2][C:3]([C:5]1[N:9]=[CH:8][N:7]([CH:10]2[CH:14]([O:15]C(=O)C3C=CC=CC=3)[CH2:13][CH:12]([O:24][CH2:25][P:26]([O:31]CC)([O:28]CC)=[O:27])[O:11]2)[N:6]=1)=O.Br[Si](C)(C)C.[N:39]1C(C)=CC=CC=1C.N>CC#N>[C:3]([C:5]1[N:9]=[CH:8][N:7]([CH:10]2[O:11][CH:12]([O:24][CH2:25][P:26](=[O:27])([OH:28])[OH:31])[CH2:13][CH:14]2[OH:15])[N:6]=1)(=[O:2])[NH2:39]. Procedure details: The 1-[3-benzoyloxy-5-(diethoxy-phosphorylmethoxy)-tetrahydrofuran-2-yl]-1H-[1,2,4]triazole-3-carboxylic acid methyl ester (60 mg. 0.124 mmol) was dissolved in MeCN (1.5 mL). Bromotrimethylsilane (0.164 mL, 1.24 mmol) and 2,6-lutidine (0.043 mL, 0.372 mmol) were added and the mixture stirred at ambient temperature for 10 h. The solvents were removed in vacuo and the product isolated by C-18 HPLC. To this was then added ammonia (7 N in MeOH, 4 mL) and the mixture stirred overnight. The title comp...